From a dataset of the Open Reaction Database (ORD), a public repository of structured organic reaction records. describe an organic reaction: reactants, conditions, products, and yield The reactants are FC(COC1=NC(=NC(=N1)NC1=CC=C(C(=O)[O-])C=C1)NC1=CC=C(C(=O)OC(C)(C)C)C=C1)(F)F (tert-butyl 4,4′-(6-(2,2,2-trifluoroethoxy)-1,3,5-triazine-2,4-diyl)bis(azanediyl)dibenzoate), C(=O)(C(F)(F)F)O (TFA). Solvent: C(Cl)Cl (CH2Cl2). Run at time 16 hour. Yields the product FC(COC1=NC(=NC(=N1)NC1=CC=C(C(=O)O)C=C1)NC1=CC=C(C(=O)O)C=C1)(F)F (4,4′-(6-(2,2,2-trifluoroethoxy)-1,3,5-triazine-2,4-diyl)bis(azanediyl)dibenzoic acid). The yield is 22.0%. Reaction SMILES: [F:1][C:2]([F:36])([F:35])[CH2:3][O:4][C:5]1[N:10]=[C:9]([NH:11][C:12]2[CH:20]=[CH:19][C:15]([C:16]([O-:18])=[O:17])=[CH:14][CH:13]=2)[N:8]=[C:7]([NH:21][C:22]2[CH:34]=[CH:33][C:25]([C:26]([O:28]C(C)(C)C)=[O:27])=[CH:24][CH:23]=2)[N:6]=1.C(O)(C(F)(F)F)=O>C(Cl)Cl>[F:36][C:2]([F:1])([F:35])[CH2:3][O:4][C:5]1[N:6]=[C:7]([NH:21][C:22]2[CH:23]=[CH:24][C:25]([C:26]([OH:28])=[O:27])=[CH:33][CH:34]=2)[N:8]=[C:9]([NH:11][C:12]2[CH:20]=[CH:19][C:15]([C:16]([OH:18])=[O:17])=[CH:14][CH:13]=2)[N:10]=1. Procedure: To a solution of crude tert-butyl 4,4′-(6-(2,2,2-trifluoroethoxy)-1,3,5-triazine-2,4-diyl)bis(azanediyl)dibenzoate (562 mg) in CH2Cl2 (10 mL) was added TFA (3 mL). The mixture was stirred at room temperature for 16 hours. All solvents were removed under vacuum. The residue was purified by preparative HPLC to give 4,4′-(6-(2,2,2-trifluoroethoxy)-1,3,5-triazine-2,4-diyl)bis(azanediyl)dibenzoic acid (110 mg). Starting materials: CCOC(=O)c1cc2cc(OCCN3CCC(F)(F)CC3)ccc2o1, C1CCOC1, [Li+], [OH-], O. Yields the product O=C(O)c1cc2cc(OCCN3CCC(F)(F)CC3)ccc2o1. As a reaction SMILES: [CH2:1]([CH3:2])[O:3][C:4](=[O:5])[c:6]1[o:7][c:8]2[c:9]([cH:10]1)[cH:11][c:12]([O:15][CH2:16][CH2:17][N:18]1[CH2:19][CH2:20][C:21]([F:24])([F:25])[CH2:22][CH2:23]1)[cH:13][cH:14]2.[CH2:28]1[O:29][CH2:30][CH2:31][CH2:32]1.[Li+:26].[OH-:27].[OH2:33]>>[O:3]=[C:4]([OH:5])[c:6]1[o:7][c:8]2[c:9]([cH:10]1)[cH:11][c:12]([O:15][CH2:16][CH2:17][N:18]1[CH2:19][CH2:20][C:21]([F:24])([F:25])[CH2:22][CH2:23]1)[cH:13][cH:14]2. Starting materials: Cc1cc(O)cc(C)c1Br, [H-], [Na+], CN(C)C=O, O, CCOP(=O)(COS(=O)(=O)c1ccc(C)cc1)OCC. Yields the product CCOP(=O)(COc1cc(C)c(Br)c(C)c1)OCC. As a reaction SMILES: [CH3:3][c:4]1[cH:5][c:6]([OH:12])[cH:7][c:8]([CH3:11])[c:9]1[Br:10].[H-:2].[Na+:1].[O:34]=[CH:35][N:36]([CH3:37])[CH3:38].[OH2:33].[S:13]([O:14][CH2:24][P:25]([O:26][CH2:27][CH3:28])([O:29][CH2:30][CH3:31])=[O:32])([c:15]1[cH:16][cH:17][c:18]([CH3:19])[cH:20][cH:21]1)(=[O:22])=[O:23]>>[CH3:3][c:4]1[cH:5][c:6]([O:12][CH2:24][P:25]([O:26][CH2:27][CH3:28])([O:29][CH2:30][CH3:31])=[O:32])[cH:7][c:8]([CH3:11])[c:9]1[Br:10].